Dataset: the Open Reaction Database (ORD), a public repository of structured organic reaction records. Task: describe an organic reaction: reactants, conditions, products, and yield Starting materials: solution, C[Si]([N-][Si](C)(C)C)(C)C.[Li+] (lithium hexamethyldisilazide), CC1(OC[C@@H](O1)CN1C=CC=2C(=CC=CC12)C=O)C (1-((S)-2,2-dimethyl-[1,3]dioxolan-4-ylmethyl)-1H-indole-4-carbaldehyde), O (Water), C1(CCCCC1)C1=NC2(C(N1)=O)CCN(CC2)S(=O)(=O)C (2-cyclohexyl-8-methanesulfonyl-1,3,8-triaza-spiro[4.5]dec-1-en-4-one). Run in O1CCCC1 (tetrahydrofuran), O1CCCC1 (tetrahydrofuran), CN1C(N(CCC1)C)=O (1,3-dimethyl-3,4,5,6-tetrahydro-2(1H)-pyrimidinone). Run at temperature 0 celsius, time 30 minute. Product: C1(CCCCC1)C1=NC2(C(N1)=O)CCN(CC2)S(=O)(=O)CC(O)C2=C1C=CN(C1=CC=C2)C[C@@H]2OC(OC2)(C)C (2-cyclohexyl-8-{2-[1-((S)-2,2-dimethyl-[1,3]dioxolan-4-ylmethyl)-1H indol-4-yl]-2-hydroxy-ethanesulfonyl}-1,3,8-triaza-spiro[4.5]dec-1-en-4-one). The yield is 61.9%. RXN SMILES: [CH:1]1([C:7]2[NH:11][C:10](=[O:12])[C:9]3([CH2:17][CH2:16][N:15]([S:18]([CH3:21])(=[O:20])=[O:19])[CH2:14][CH2:13]3)[N:8]=2)[CH2:6][CH2:5][CH2:4][CH2:3][CH2:2]1.C[Si](C)(C)[N-][Si](C)(C)C.[Li+].[CH3:32][C:33]1([CH3:50])[O:37][C@@H:36]([CH2:38][N:39]2[C:47]3[CH:46]=[CH:45][CH:44]=[C:43]([CH:48]=[O:49])[C:42]=3[CH:41]=[CH:40]2)[CH2:35][O:34]1.O>CN1CCCN(C)C1=O.O1CCCC1>[CH:1]1([C:7]2[NH:11][C:10](=[O:12])[C:9]3([CH2:17][CH2:16][N:15]([S:18]([CH2:21][CH:48]([C:43]4[CH:44]=[CH:45][CH:46]=[C:47]5[C:42]=4[CH:41]=[CH:40][N:39]5[CH2:38][C@H:36]4[CH2:35][O:34][C:33]([CH3:50])([CH3:32])[O:37]4)[OH:49])(=[O:20])=[O:19])[CH2:14][CH2:13]3)[N:8]=2)[CH2:2][CH2:3][CH2:4][CH2:5][CH2:6]1 |f:1.2|. Procedure details: A suspension of 2-cyclohexyl-8-methanesulfonyl-1,3,8-triaza-spiro[4.5]dec-1-en-4-one (100 mg, 0.319 mmol) in 1,3-dimethyl-3,4,5,6-tetrahydro-2(1H)-pyrimidinone (0.66 mL) was cooled to 0° C. A 1 M solution of lithium hexamethyldisilazide in tetrahydrofuran (0.989 ml) was then added and the mixture was stirred at room temperature for 30 minutes. After cooling again to 0° C., a solution of 1-((S)-2,2-dimethyl-[1,3]dioxolan-4-ylmethyl)-1H-indole-4-carbaldehyde (87 mg, 0.335 mmol) in tetrahydrofuran ... Reactants: COC(=O)C=1NN=C(C1)O (5-hydroxy-2H-pyrazole-3-carboxylic acid methyl ester), C([O-])([O-])=O.[Cs+].[Cs+] (cesium carbonate), CI (methyl iodide). Run in CN(C)C=O (DMF). Run at time 2.5 hour. Product: COC(=O)C=1N(N=C(C1)O)C (5-Hydroxy-2-methyl-2H-pyrazole-3-carboxylic acid methyl ester). Isolated yield 17.4%. RXN SMILES: [CH3:1][O:2][C:3]([C:5]1[NH:6][N:7]=[C:8]([OH:10])[CH:9]=1)=[O:4].[C:11](=O)([O-])[O-].[Cs+].[Cs+].CI>CN(C=O)C>[CH3:1][O:2][C:3]([C:5]1[N:6]([CH3:11])[N:7]=[C:8]([OH:10])[CH:9]=1)=[O:4] |f:1.2.3|. Procedure: To a solution of 5-hydroxy-2H-pyrazole-3-carboxylic acid methyl ester (2.3 g, 16 mmol) in DMF (10 mL) at room temperature was added cesium carbonate (5.27 g, 16 mmol) and methyl iodide (2.3 g, 1.0 mL, 16 mmol) and the resulting mixture stirred for 2.5 h. The mixture was then filtered off to afford the title compound (434 mg, 17%) as a white solid after trituration with ethyl acetate. MS: m/e=157.2 [M+H]+. The reactants are OC(CCN1CCC(CC1)C=1C=C(C=CC1)NC(C(C)C)=O)C1=CC=C(C=C1)OC (N-(3-{1-[3-hydroxy-3-(4-methoxyphenyl)propyl]-4-piperidinyl}phenyl)-2-methylpropanamide), C1(=CC=CC=C1)O (phenol). The product is COC1=CC=C(C=C1)C(CCN1CCC(CC1)C=1C=C(C=CC1)NC(C(C)C)=O)OC1=CC=CC=C1 (N-(3-{1-[3-(4-METHOXYPHENYL)-3-PHENOXYPROPYL]-4-PIPERIDINYL}PHENYL)-2-METHYLPROPANAMIDE). As a reaction SMILES: [OH:1][CH:2]([C:23]1[CH:28]=[CH:27][C:26]([O:29][CH3:30])=[CH:25][CH:24]=1)[CH2:3][CH2:4][N:5]1[CH2:10][CH2:9][CH:8]([C:11]2[CH:12]=[C:13]([NH:17][C:18](=[O:22])[CH:19]([CH3:21])[CH3:20])[CH:14]=[CH:15][CH:16]=2)[CH2:7][CH2:6]1.[C:31]1(O)[CH:36]=[CH:35][CH:34]=[CH:33][CH:32]=1>>[CH3:30][O:29][C:26]1[CH:25]=[CH:24][C:23]([CH:2]([O:1][C:31]2[CH:36]=[CH:35][CH:34]=[CH:33][CH:32]=2)[CH2:3][CH2:4][N:5]2[CH2:10][CH2:9][CH:8]([C:11]3[CH:12]=[C:13]([NH:17][C:18](=[O:22])[CH:19]([CH3:21])[CH3:20])[CH:14]=[CH:15][CH:16]=3)[CH2:7][CH2:6]2)=[CH:28][CH:27]=1. Procedure: Prepared by Procedure A and Scheme AN using N-(3-{1-[3-hydroxy-3-(4-methoxyphenyl)propyl]-4-piperidinyl}phenyl)-2-methylpropanamide and phenol: ESMS m/e: 487.4 (M+H)+. The reactants are FC(C(=O)N1CCC2=C(C(C1)CC)C=CC(=C2)OC)(F)F (N-trifluoroacetyl-1-ethyl-7-methoxy-2,3,4,5-tetrahydro-1H-3-benzazepine), BrN1C(CCC1=O)=O (N-bromosuccinimide). Procedure details: A solution of N-trifluoroacetyl-1-ethyl-7-methoxy-2,3,4,5-tetrahydro-1H-3-benzazepine (0.710 g, 2.36 mmol) in acetonitrile (20 mL) was treated with N-bromosuccinimide (0.504 g, 2.83 mmol), and stirred overnight at 20 C. The product mixture was concentrated, diluted with EtOAc (100 mL), washed with water (50 mL) and brine (50 mL), dried with Na2SO4 and concentrated. Flash chromatography (10% EtOAc in hexanes, silica) resulted in 0.561 g of a clear oil. MS calculated for C15H17BrF3NO2+H: 380, obse... As a reaction SMILES: [F:1][C:2]([F:21])([F:20])[C:3]([N:5]1[CH2:11][CH:10]([CH2:12][CH3:13])[C:9]2[CH:14]=[CH:15][C:16]([O:18][CH3:19])=[CH:17][C:8]=2[CH2:7][CH2:6]1)=[O:4].[Br:22]N1C(=O)CCC1=O>C(#N)C>[F:21][C:2]([F:1])([F:20])[C:3]([N:5]1[CH2:11][CH:10]([CH2:12][CH3:13])[C:9]2[CH:14]=[C:15]([Br:22])[C:16]([O:18][CH3:19])=[CH:17][C:8]=2[CH2:7][CH2:6]1)=[O:4]. The product is FC(C(=O)N1CCC2=C(C(C1)CC)C=C(C(=C2)OC)Br)(F)F (N-Trifluoroacetyl-8-bromo-1-ethyl-7-methoxy-2,3,4,5-tetrahydro-1H-3-benzazepine). Solvent: C(C)#N (acetonitrile). The yield is 62.5%. Run at time 8 hour. Reactants: C(C)(C)(C)OC(=O)N[C@H]([C@](O)(C[C@H](C=C)C(C)C)C1CCCCC1)C ((αS,βS)-β-t-butoxycarbonylamino-α-[(S)-2-isopropyl-3-butenyl]cyclohexylpropanol), C1(=CC=C(C=C1)S(=O)(=O)O)C (p-toluenesulphonic acid), C([O-])(O)=O.[Na+] (sodium bicarbonate). Solvent: COC(C)(C)OC (2,2-dimethoxypropane). As a reaction SMILES: [C:1]([O:5][C:6]([NH:8][C@@H:9](C)[C@@:10](C1CCCCC1)([CH2:12][C@@H:13]([CH:16]([CH3:18])[CH3:17])[CH:14]=[CH2:15])[OH:11])=[O:7])([CH3:4])([CH3:3])[CH3:2].[C:26]1([CH3:36])[CH:31]=[CH:30][C:29](S(O)(=O)=O)=[CH:28][CH:27]=1.[C:37](=O)(O)[O-].[Na+]>COC(OC)(C)C>[CH:26]1([CH2:36][C@H:9]2[C@H:10]([CH2:12][C@@H:13]([CH:16]([CH3:17])[CH3:18])[CH:14]=[CH2:15])[O:11][CH2:37][N:8]2[C:6]([O:5][C:1]([CH3:2])([CH3:3])[CH3:4])=[O:7])[CH2:31][CH2:30][CH2:29][CH2:28][CH2:27]1 |f:2.3|. The product is C1(CCCCC1)C[C@@H]1N(CO[C@H]1C[C@H](C=C)C(C)C)C(=O)OC(C)(C)C (t-butyl (4S,5S)-4-(cyclohexylmethyl)-5-[(S)-2-isopropyl-3-butenyl]-3-oxazolidinecarboxylate). Procedure details: 1.0 g (2.83 mmol) of (αS,βS)-β-t-butoxycarbonylamino-α-[(S)-2-isopropyl-3-butenyl]cyclohexylpropanol in 15 ml of 2,2-dimethoxypropane and 30 mg of p-toluenesulphonic acid is stirred at room temperature overnight. Thereafter, the reaction mixture is poured into 2N sodium bicarbonate solution and extracted three times with 150 ml of ether each time. The ether extracts are washed with water, combined, dried and evaporated, whereby there are obtained 1.2 g of t-butyl (4S,5S)-4-(cyclohexylmethyl)-5-[... Reactants: IC (iodomethane), COC=1C=C2CC[C@H](C2=CC1)[C@@H](C(=O)O)C ((2S)-2-[(1S)-5-methoxy-2,3-dihydro-1H-inden-1-yl]propanoic acid), C([O-])(O)=O.[Na+] (sodium bicarbonate), IC (iodomethane), O (water). The solvent is CN(C)C=O (DMF). Conditions: time 17 hour. Product: COC=1C=C2CC[C@H](C2=CC1)[C@@H](C(=O)OC)C (methyl (2S)-2-[(1S)-5-methoxy-2,3-dihydro-1H-inden-1-yl]propanoate). The yield is 83.9%. As a reaction SMILES: [CH3:1][O:2][C:3]1[CH:4]=[C:5]2[C:9](=[CH:10][CH:11]=1)[C@H:8]([C@H:12]([CH3:16])[C:13]([OH:15])=[O:14])[CH2:7][CH2:6]2.[C:17](=O)(O)[O-].[Na+].IC.O>CN(C=O)C>[CH3:1][O:2][C:3]1[CH:4]=[C:5]2[C:9](=[CH:10][CH:11]=1)[C@H:8]([C@H:12]([CH3:16])[C:13]([O:15][CH3:17])=[O:14])[CH2:7][CH2:6]2 |f:1.2|. Procedure: A suspension of (2S)-2-[(1S)-5-methoxy-2,3-dihydro-1H-inden-1-yl]propanoic acid (Example 12) (6.45 g, 0.029 mol), sodium bicarbonate (7.380 g, 0.088 mol), and iodomethane (5.5 mL, 0.088 mol) in DMF (60 mL) was stirred at rt for a period of 17 h. The completion of the reaction was achieved by addition of an additional amount of iodomethane (0.93 mL, 0.015 mol) and stirring for another 3 h at rt. The reaction mixture was poured into water (200 mL) and the aqueous layer was extracted with EtOAc (2×... Starting materials: C1=NC=CC2=C(C=CC=C12)S(=O)(=O)C1=CC=C(N)C=C1 (4-(5-isoquinolylsulfonyl)aniline), COC1OC(CC1)OC (2,5-dimethoxytetrahydrofuran), C(C)(=O)O (acetic acid). The solvent is O (Water). The product is N1(C=CC=C1)C1=CC=C(C=C1)S(=O)(=O)C1=C2C=CN=CC2=CC=C1 (5-[4-(pyrrole-1-yl)phenylsulfonyl]isoquinoline). Yield: 76.1%. RXN SMILES: [CH:1]1[C:10]2[C:5](=[C:6]([S:11]([C:14]3[CH:20]=[CH:19][C:17]([NH2:18])=[CH:16][CH:15]=3)(=[O:13])=[O:12])[CH:7]=[CH:8][CH:9]=2)[CH:4]=[CH:3][N:2]=1.CO[CH:23]1[CH2:27][CH2:26][CH:25](OC)O1.C(O)(=O)C>O>[N:18]1([C:17]2[CH:19]=[CH:20][C:14]([S:11]([C:6]3[CH:7]=[CH:8][CH:9]=[C:10]4[C:5]=3[CH:4]=[CH:3][N:2]=[CH:1]4)(=[O:13])=[O:12])=[CH:15][CH:16]=2)[CH:23]=[CH:27][CH:26]=[CH:25]1. Procedure: A mixture solution of 4-(5-isoquinolylsulfonyl)aniline 300 mg (1.1 mmol), 2,5-dimethoxytetrahydrofuran 160 mg (1.2 mmol) and acetic acid 2 ml was heated and refluxed for 1 hour. Water was added to the reaction solution, and the solution was extracted with ethyl acetate. The organic layer was washed with saturated sodium hydrogencarbonate and saturated sodium chloride, dried over anhydrous sodium sulfate, and concentrated under reduced pressure. The resulting residue was recrystalized from ethyl ...